From a dataset of the Open Reaction Database (ORD), a public repository of structured organic reaction records. describe an organic reaction: reactants, conditions, products, and yield Reaction SMILES: Br[C:2]1[CH:7]=[CH:6][C:5]([CH2:8][CH2:9][N:10]([CH2:18][C@H:19]([OH:26])[C:20]2[CH:21]=[N:22][CH:23]=[CH:24][CH:25]=2)[C:11](=[O:17])[O:12][C:13]([CH3:16])([CH3:15])[CH3:14])=[CH:4][CH:3]=1.[OH:27][CH2:28][CH2:29][CH2:30][S:31]([NH:34][C:35]([C:37]1[CH:42]=[CH:41][C:40](B(O)O)=[CH:39][C:38]=1[O:46][CH:47]([CH3:49])[CH3:48])=[O:36])(=[O:33])=[O:32].C(=O)([O-])[O-].[Na+].[Na+].C(OCC)(=O)C>O1CCOCC1.C1C=CC([P]([Pd]([P](C2C=CC=CC=2)(C2C=CC=CC=2)C2C=CC=CC=2)([P](C2C=CC=CC=2)(C2C=CC=CC=2)C2C=CC=CC=2)[P](C2C=CC=CC=2)(C2C=CC=CC=2)C2C=CC=CC=2)(C2C=CC=CC=2)C2C=CC=CC=2)=CC=1.O>[OH:27][CH2:28][CH2:29][CH2:30][S:31]([NH:34][C:35]([C:37]1[CH:42]=[CH:41][C:40]([C:2]2[CH:7]=[CH:6][C:5]([CH2:8][CH2:9][N:10]([CH2:18][C@H:19]([OH:26])[C:20]3[CH:21]=[N:22][CH:23]=[CH:24][CH:25]=3)[C:11](=[O:17])[O:12][C:13]([CH3:16])([CH3:15])[CH3:14])=[CH:4][CH:3]=2)=[CH:39][C:38]=1[O:46][CH:47]([CH3:49])[CH3:48])=[O:36])(=[O:33])=[O:32] |f:2.3.4,^1:71,73,92,111|. The reagents and catalysts are C=1C=CC(=CC1)[P](C=2C=CC=CC2)(C=3C=CC=CC3)[Pd]([P](C=4C=CC=CC4)(C=5C=CC=CC5)C=6C=CC=CC6)([P](C=7C=CC=CC7)(C=8C=CC=CC8)C=9C=CC=CC9)[P](C=1C=CC=CC1)(C=1C=CC=CC1)C=1C=CC=CC1 (tetrakis(triphenylphosphine)palladium). The reactants are C(C)(=O)OCC (ethyl acetate), BrC1=CC=C(C=C1)CCN(C(OC(C)(C)C)=O)C[C@@H](C=1C=NC=CC1)O (tert-butyl [2-(4-bromophenyl)ethyl]-[(2R)-2-hydroxy-2-(3-pyridyl)ethyl]carbamate), OCCCS(=O)(=O)NC(=O)C1=C(C=C(C=C1)B(O)O)OC(C)C ([4-[[[(3-hydroxypropyl)sulfonyl]amino]carbonyl]-3-isopropoxyphenyl]boronic acid), C([O-])([O-])=O.[Na+].[Na+] (sodium carbonate). Yield: 21.4%. Procedure details: To a solution of tert-butyl [2-(4-bromophenyl)ethyl]-[(2R)-2-hydroxy-2-(3-pyridyl)ethyl]carbamate (331 mg) in 1,4-dioxane (3.3 ml) were added [4-[[[(3-hydroxypropyl)sulfonyl]amino]carbonyl]-3-isopropoxyphenyl]boronic acid (325 mg), tetrakis(triphenylphosphine)palladium (91 mg) and aqueous solution of sodium carbonate (2M, 1.4 ml), and the mixture was stirred at 80° C. for 3 hours under nitrogen. The mixture was portioned into a mixture of ethyl acetate and water. The organic layer was separated,... Run in O (water), O1CCOCC1 (1,4-dioxane). Conditions: temperature 80 celsius, time 3 hour. Product: OCCCS(=O)(=O)NC(=O)C1=C(C=C(C=C1)C1=CC=C(C=C1)CCN(C(OC(C)(C)C)=O)C[C@@H](C=1C=NC=CC1)O)OC(C)C (tert-butyl [2-[4′-[[[(3-hydroxypropyl)sulfonyl]amino]carbonyl]-3′-isopropoxy-4-biphenylyl]-ethyl][(2R)-2-hydroxy-2-(3-pyridyl)ethyl]carbamate). Starting materials: C(#N)CCN1C(=C(C2=CC=CC=C12)CC=1C=NC=CC1)C (1-(2-cyanoethyl)-2-methyl-3-(3-pyridylmethyl)indole), [N-]=[N+]=[N-].[Na+] (sodium azide), [Cl-].[NH4+] (ammonium chloride). Run in CN(C=O)C (dimethylformamide). Run at temperature 125 celsius, time 20 hour. Product: N1N=NN=C1CCN1C(=C(C2=CC=CC=C12)CC=1C=NC=CC1)C (1-[2-(5-tetrazolyl)ethyl]-2-methyl-3-(3-pyridylmethyl)indole). Isolated yield 21.6%. RXN SMILES: [C:1]([CH2:3][CH2:4][N:5]1[C:13]2[C:8](=[CH:9][CH:10]=[CH:11][CH:12]=2)[C:7]([CH2:14][C:15]2[CH:16]=[N:17][CH:18]=[CH:19][CH:20]=2)=[C:6]1[CH3:21])#[N:2].[N-:22]=[N+:23]=[N-:24].[Na+].[Cl-].[NH4+]>CN(C)C=O>[NH:22]1[C:1]([CH2:3][CH2:4][N:5]2[C:13]3[C:8](=[CH:9][CH:10]=[CH:11][CH:12]=3)[C:7]([CH2:14][C:15]3[CH:16]=[N:17][CH:18]=[CH:19][CH:20]=3)=[C:6]2[CH3:21])=[N:2][N:24]=[N:23]1 |f:1.2,3.4|. Procedure details: A mixture of 1-(2-cyanoethyl)-2-methyl-3-(3-pyridylmethyl)indole (0.8 g), sodium azide (0.95 g), ammonium chloride (0.78 g) and dry dimethylformamide (12 ml) was heated with stirring at 125° C. for 20 hours and then evaporated. Water (25 ml) was added to the residue to dissolve inorganic material. The insoluble portion was crystallised from methanol/ethyl acetate to give 1-[2-(5-tetrazolyl)ethyl]-2-methyl-3-(3-pyridylmethyl)indole (0.20 g), m.p. 173°. Reactants: FC1=C(C=C2C=NNC2=C1)\C=C(/C#N)\C(C)=O ((2E)-2-[(6-Fluoro-1H-indazol-5-yl)methylidene]-3-oxobutanenitrile), NC(=CC#N)C(F)(F)F (3-amino-4,4,4-trifluorobut-2-enenitrile). Product: FC1=C(C=C2C=NNC2=C1)C1C(=C(NC(=C1C#N)C(F)(F)F)C)C#N (rac-4-(6-Fluoro-1H-indazol-5-yl)-2-methyl-6-(trifluoromethyl)-1,4-dihydropyridine-3,5-dicarbonitrile). As a reaction SMILES: [F:1][C:2]1[CH:10]=[C:9]2[C:5]([CH:6]=[N:7][NH:8]2)=[CH:4][C:3]=1/[CH:11]=[C:12](/[C:15](=O)[CH3:16])\[C:13]#[N:14].[NH2:18][C:19]([C:23]([F:26])([F:25])[F:24])=[CH:20][C:21]#[N:22]>>[F:1][C:2]1[CH:10]=[C:9]2[C:5]([CH:6]=[N:7][NH:8]2)=[CH:4][C:3]=1[CH:11]1[C:20]([C:21]#[N:22])=[C:19]([C:23]([F:26])([F:25])[F:24])[NH:18][C:15]([CH3:16])=[C:12]1[C:13]#[N:14]. Procedure: Following the procedure described for Example 4, 200 mg (0.87 mmol) (2E)-2-[(6-fluoro-1H-indazol-5-yl)methylidene]-3-oxobutanenitrile (Example 6A) were treated with 3-amino-4,4,4-trifluorobut-2-enenitrile. The crude product was purified by preparative RP-HPLC (acetonitrile/water gradient, final mixture 90:10 v/v) to yield 115 mg (40% of th.) of the racemic title compound. Yields the product CC(CC1=CNC2=CC=C(C=C12)OC)(C)NC[C@H](O)C=1C=CC=2N(C1)N=NN2 ((R)-α-[[(1,1-dimethyl-2-(5-methoxy-1H-indol-3-yl)ethyl)amino]methyl]tetrazolo[1,5-a]pyridine-6-methanol). Procedure details: A solution of 598 mg of (R)-2-(tetrazolo[1,5-a]pyrid-6-yl)oxirane and 782 mg of (1,1-dimethyl-2-(5-methoxy-1H-indol-3-yl)ethyl amine (B. Heath-Brown and P. G. Philpott, J. Chem. Soc., 7165 (1965)) in 12 ml of absolute ethanol was heated at reflux for 44 hours. The reaction mixture was concentrated and the residue (1.15 g) was chromatographed on silica gel (95:5:0.5 CH2Cl2 :MeOH:NH4OH) to give 0.997 g of (R)-α-[[(1,1-dimethyl-2-(5-methoxy-1H-indol-3-yl)ethyl)amino]methyl]tetrazolo[1,5-a]pyridine-... Solvent: C(C)O (ethanol). The reactants are N=1N=NN2C1C=CC(=C2)[C@H]2OC2 ((R)-2-(tetrazolo[1,5-a]pyrid-6-yl)oxirane), CC(CC1=CNC2=CC=C(C=C12)OC)(C)N (1,1-dimethyl-2-(5-methoxy-1H-indol-3-yl)ethyl amine). RXN SMILES: [N:1]1[N:2]=[N:3][N:4]2[CH:9]=[C:8]([C@@H:10]3[CH2:12][O:11]3)[CH:7]=[CH:6][C:5]=12.[CH3:13][C:14]([NH2:28])([CH3:27])[CH2:15][C:16]1[C:24]2[C:19](=[CH:20][CH:21]=[C:22]([O:25][CH3:26])[CH:23]=2)[NH:18][CH:17]=1>C(O)C>[CH3:27][C:14]([NH:28][CH2:12][C@@H:10]([C:8]1[CH:7]=[CH:6][C:5]2[N:4]([N:3]=[N:2][N:1]=2)[CH:9]=1)[OH:11])([CH3:13])[CH2:15][C:16]1[C:24]2[C:19](=[CH:20][CH:21]=[C:22]([O:25][CH3:26])[CH:23]=2)[NH:18][CH:17]=1. Reactants: ClC=1C=C(C=CC1)CC(CCC1CCC(N1)=O)O (5-[4-(3-chloro-phenyl)-3-hydroxy-butyl]-pyrrolidin-2-one), [Si](C)(C)(C(C)(C)C)Cl (tert-butyldimethylsilyl chloride). The product is C(C)(C)(C)[Si](OC(CCC1CCC(N1)=O)CC1=CC(=CC=C1)Cl)(C)C (5-[3-(tert-butyl-dimethyl-silanyloxy)-4-(3-chloro-phenyl)-butyl]-pyrrolidin-2-one). Isolated yield 81.1%. Reaction SMILES: [Cl:1][C:2]1[CH:3]=[C:4]([CH2:8][CH:9]([OH:18])[CH2:10][CH2:11][CH:12]2[NH:16][C:15](=[O:17])[CH2:14][CH2:13]2)[CH:5]=[CH:6][CH:7]=1.[Si:19](Cl)([C:22]([CH3:25])([CH3:24])[CH3:23])([CH3:21])[CH3:20]>>[C:22]([Si:19]([CH3:21])([CH3:20])[O:18][CH:9]([CH2:8][C:4]1[CH:5]=[CH:6][CH:7]=[C:2]([Cl:1])[CH:3]=1)[CH2:10][CH2:11][CH:12]1[NH:16][C:15](=[O:17])[CH2:14][CH2:13]1)([CH3:25])([CH3:24])[CH3:23]. Procedure: Analogous to the procedure described for Example 1A, Step C, 5-[4-(3-chloro-phenyl)-3-hydroxy-butyl]-pyrrolidin-2-one (1.53 g, 5.71 mmol) was reacted with tert-butyldimethylsilyl chloride (0.97 g, 6.4 mmol). Purification by medium pressure chromatography using a solvent gradient (1:1 hexanes:EtOAc to EtOAc to 1% MeOH in CH2Cl2 to 2% MeOH in CH2Cl2 to 4% MeOH in CH2Cl2) provided 5-[3-(tert-butyl-dimethyl-silanyloxy)-4-(3-chloro-phenyl)-butyl]-pyrrolidin-2-one (1.77 g). 1H NMR (CDCl3) δ7.16 (m, 3H...